This data is from the Open Reaction Database (ORD), a public repository of structured organic reaction records. The task is: describe an organic reaction: reactants, conditions, products, and yield Starting materials: BrC=1C=C2C(=CC1)OCCC21N=C(C(=N1)N)C (6-bromo-5′-methylspiro[chroman-4,2′-imidazol]-4′-amine), BrC=1C=C2C(=CC1)OCCC21N=C(C(=N1)N)C (6-bromo-5′-methylspiro[chroman-4,2′-imidazol]-4′-amine), ClC=1C=C(C=NC1)B(O)O (5-chloropyridin-3-ylboronic acid), C(=O)([O-])[O-].[K+].[K+] (K2CO3). Reagents/catalysts: Cl[Pd]Cl.C1(=CC=CC=C1)P([C-]1C=CC=C1)C1=CC=CC=C1.[C-]1(C=CC=C1)P(C1=CC=CC=C1)C1=CC=CC=C1.[Fe+2] ((1,1′-bis(diphenylphosphino)ferrocene)-dichloropalladium(II)). The solvent is O1CCOCC1 (dioxane). Run at temperature 130 celsius. The product is ClC=1C=C(C=NC1)C=1C=C2C(=CC1)OCCC21N=C(C(=N1)N)C (6-(5-Chloropyridin-3-yl)-5′-methylspiro[chroman-4,2′-imidazol]-4′-amine). Yield: 64.3%. As a reaction SMILES: Br[C:2]1[CH:3]=[C:4]2[C:11]3([N:15]=[C:14]([NH2:16])[C:13]([CH3:17])=[N:12]3)[CH2:10][CH2:9][O:8][C:5]2=[CH:6][CH:7]=1.[Cl:18][C:19]1[CH:20]=[C:21](B(O)O)[CH:22]=[N:23][CH:24]=1.C([O-])([O-])=O.[K+].[K+]>O1CCOCC1.Cl[Pd]Cl.C1(P(C2C=CC=CC=2)[C-]2C=CC=C2)C=CC=CC=1.[C-]1(P(C2C=CC=CC=2)C2C=CC=CC=2)C=CC=C1.[Fe+2]>[Cl:18][C:19]1[CH:20]=[C:21]([C:2]2[CH:3]=[C:4]3[C:11]4([N:15]=[C:14]([NH2:16])[C:13]([CH3:17])=[N:12]4)[CH2:10][CH2:9][O:8][C:5]3=[CH:6][CH:7]=2)[CH:22]=[N:23][CH:24]=1 |f:2.3.4,6.7.8.9|. Procedure: 6-Bromo-5′-methylspiro[chroman-4,2′-imidazol]-4′-amine (60 mg, 0.20 mmol, Intermediate 4), 5-chloropyridin-3-ylboronic acid (62 mg, 0.40 mmol) and 2M K2CO3 (aq, 0.20 mL, 0.41 mmol) were mixed in dioxane (5 mL) and degassed by passing nitrogen through for 5 min. Then (1,1′-bis(diphenylphosphino)ferrocene)-dichloropalladium(II) (8 mg, 10 μmol) was added and the mixture was heated in a microwave oven at 130° C. for 1 h. Purification by preparative chromatography HPLC gave the title compound (42 mg,... Starting materials: Oc1cccc(Br)c1, O=C([O-])[O-], CCOC(C)=O, CS(C)=O, [K+], [K+], N#Cc1ccc([N+](=O)[O-])s1, O. Product: N#Cc1ccc(Oc2cccc(Br)c2)s1. Reaction SMILES: [Br:11][c:12]1[cH:13][c:14]([OH:18])[cH:15][cH:16][cH:17]1.[C:19](=[O:20])([O-:21])[O-:22].[CH3:25][CH2:26][O:27][C:28](=[O:29])[CH3:30].[CH3:31][S:32]([CH3:33])=[O:34].[K+:23].[K+:24].[N+:1]([O-:2])(=[O:3])[c:4]1[cH:5][cH:6][c:7]([C:9]#[N:10])[s:8]1.[OH2:35]>>[c:4]1([O:18][c:14]2[cH:13][c:12]([Br:11])[cH:17][cH:16][cH:15]2)[cH:5][cH:6][c:7]([C:9]#[N:10])[s:8]1.